Dataset: the Open Reaction Database (ORD), a public repository of structured organic reaction records. Task: describe an organic reaction: reactants, conditions, products, and yield Starting materials: O1C(=NC2=C1C=CC=C2)C=2C=CC(=C(N)C2)NC2CCOCC2 (5-(benzoxazol-2-yl)-2-(tetrahydropyran-4-yl)aminoaniline), O1CCC(CC1)CC=O ((4-tetrahydropyranyl)acetaldehyde), OOS(=O)[O-].[K+] (oxone), C([O-])([O-])=O.[K+].[K+] (potassium carbonate). Solvent: CN(C=O)C (dimethylformamide). Conditions: time 2 hour. The product is O1C(=NC2=C1C=CC=C2)C2=CC1=C(N(C(=N1)CC1CCOCC1)C1CCOCC1)C=C2 (5-(benzoxazol-2-yl)-1-(tetrahydropyran-4-yl)-2-(tetrahydropyran-4-yl)methylbenzimidazole). Isolated yield 58.4%. RXN SMILES: [O:1]1[C:5]2[CH:6]=[CH:7][CH:8]=[CH:9][C:4]=2[N:3]=[C:2]1[C:10]1[CH:11]=[CH:12][C:13]([NH:17][CH:18]2[CH2:23][CH2:22][O:21][CH2:20][CH2:19]2)=[C:14]([CH:16]=1)[NH2:15].[O:24]1[CH2:29][CH2:28][CH:27]([CH2:30][CH:31]=O)[CH2:26][CH2:25]1.OOS([O-])=O.[K+].C(=O)([O-])[O-].[K+].[K+]>CN(C)C=O>[O:1]1[C:5]2[CH:6]=[CH:7][CH:8]=[CH:9][C:4]=2[N:3]=[C:2]1[C:10]1[CH:11]=[CH:12][C:13]2[N:17]([CH:18]3[CH2:23][CH2:22][O:21][CH2:20][CH2:19]3)[C:31]([CH2:30][CH:27]3[CH2:28][CH2:29][O:24][CH2:25][CH2:26]3)=[N:15][C:14]=2[CH:16]=1 |f:2.3,4.5.6|. Procedure: To a solution of 5-(benzoxazol-2-yl)-2-(tetrahydropyran-4-yl)aminoaniline (see Working Example 20-2) (250 mg, 0.808 mmol) in dimethylformamide (3 mL) was added (4-tetrahydropyranyl)acetaldehyde (114 mg, 0.889 mmol) and oxone (323 mg, 0.525 mmol), and this was stirred at room temperature for 2 hours. After the reaction was complete, aqueous potassium carbonate solution was added, this was filtered and washed with water. The crystals obtained were purified by silica gel column chromatography to yi... Reactants: [K].C1(C=2C(C(N1)=O)=CC=CC2)=O (phthalimide potassium salt), Cl.Cl.C(C)OC(C(OCC)Cl)=O (2-chloro-2-ethoxyacetic acid ethyl ester dihydrochloride). The product is C(C)OC(C(OCC)N1C(C2=CC=CC=C2C1=O)=O)=O ((RS)-(1,3-dioxo-1,3-dihydro-isoindol-2-yl)-ethoxy-acetic acid ethyl ester). As a reaction SMILES: [K].[C:2]1(=[O:12])[NH:6][C:5](=[O:7])[C:4]2=[CH:8][CH:9]=[CH:10][CH:11]=[C:3]12.Cl.Cl.[CH2:15]([O:17][C:18](=[O:24])[CH:19](Cl)[O:20][CH2:21][CH3:22])[CH3:16]>>[CH2:15]([O:17][C:18](=[O:24])[CH:19]([N:6]1[C:2](=[O:12])[C:3]2[C:4](=[CH:8][CH:9]=[CH:10][CH:11]=2)[C:5]1=[O:7])[O:20][CH2:21][CH3:22])[CH3:16] |f:0.1,2.3.4,^1:0|. Reported procedure: According to general procedure A, phthalimide potassium salt was reacted with 2-chloro-2-ethoxyacetic acid ethyl ester dihydrochloride (CAS 172348-75-3) to give (RS)-(1,3-dioxo-1,3-dihydro-isoindol-2-yl)-ethoxy-acetic acid ethyl ester. Light yellow semisolid. MS 278.0 ([M+H]+) The reactants are O=C([O-])O, C1CCOC1, CC(C)=O, Oc1cccc(N2CCNCC2)c1, [Na+]. The product is CC(C)N1CCN(c2cccc(O)c2)CC1. As a reaction SMILES: [C:18](=[O:19])([OH:20])[O-:21].[CH2:23]1[O:24][CH2:25][CH2:26][CH2:27]1.[CH3:1][C:2]([CH3:3])=[O:4].[N:5]1([c:11]2[cH:12][c:13]([OH:17])[cH:14][cH:15][cH:16]2)[CH2:6][CH2:7][NH:8][CH2:9][CH2:10]1.[Na+:22]>>[CH3:1][CH:2]([CH3:3])[N:8]1[CH2:7][CH2:6][N:5]([c:11]2[cH:12][c:13]([OH:17])[cH:14][cH:15][cH:16]2)[CH2:10][CH2:9]1. The reactants are [Cl-].COC=1C=CC2=C([NH2+]C([Te]2)C)C1 (5-Methoxy-2-methyl-3H-benzotellurazolium Chloride), C([O-])(O)=O.[Na+] (sodium bicarbonate). Solvent: O (water). Product: COC=1C=CC2=C(N=C([Te]2)C)C1 (5-Methoxy-2-methylbenzotellurazole). Yield: 97.0%. RXN SMILES: [Cl-].[CH3:2][O:3][C:4]1[CH:5]=[CH:6][C:7]2[Te:11][CH:10]([CH3:12])[NH2+:9][C:8]=2[CH:13]=1.C(=O)(O)[O-].[Na+]>O>[CH3:2][O:3][C:4]1[CH:5]=[CH:6][C:7]2[Te:11][C:10]([CH3:12])=[N:9][C:8]=2[CH:13]=1 |f:0.1,2.3|. Reported procedure: 5-Methoxy-2-methylbenzotellurazolium chloride (Example 13) (3.7 g=0.012 mole) was suspended in water, sodium bicarbonate in excess of that stoichiometrically required was added, and the free base product was extracted with diethyl ether. After washing with saturated sodium sulfate solution, the organic phase was dried and evaporated under reduced pressure to give a residual oil (3.2 g) which was identified by its nuclear magnetic resonance spectra. C, H, N, O and Te elemental analyses were in ag... Starting materials: ClCC#CCN1C(C2=CC=CC=C2C1=O)=O (2-(4-chlorobut-2-yn-1-yl)-1H-isoindole-1,3(2H)-dione), C(C)NCC (diethylamine), O (water). Run in C(C)#N (acetonitrile). Run at time 4 hour. Product: C(C)N(CC#CCN1C(C2=CC=CC=C2C1=O)=O)CC (2-[4-(diethylamino)but-2-yn-1-yl]-1H-isoindole-1,3(2H)-dione). Isolated yield 48.4%. RXN SMILES: Cl[CH2:2][C:3]#[C:4][CH2:5][N:6]1[C:14](=[O:15])[C:13]2[C:8](=[CH:9][CH:10]=[CH:11][CH:12]=2)[C:7]1=[O:16].[CH2:17]([NH:19][CH2:20][CH3:21])[CH3:18].O>C(#N)C>[CH2:17]([N:19]([CH2:20][CH3:21])[CH2:2][C:3]#[C:4][CH2:5][N:6]1[C:14](=[O:15])[C:13]2[C:8](=[CH:9][CH:10]=[CH:11][CH:12]=2)[C:7]1=[O:16])[CH3:18]. Reported procedure: To a solution of 2-(4-chlorobut-2-yn-1-yl)-1H-isoindole-1,3(2H)-dione (200 mg) in acetonitrile (3 mL) was added diethylamine (188 mg) at room temperature. The reaction mixture was stirred at room temperature for 4 hr, and added to water at room temperature, and the mixture was extracted with ethyl acetate. The extract was washed with saturated brine, dried over anhydrous magnesium sulfate, and filtered. The solvent was evaporated under reduced pressure, and the residue was purified by silica gel... Starting materials: BrC=1C=NC(=NC1)C (5-bromo-2-methylpyrimidine), C[Si](C)(C)C#C (Trimethylsilylacetylene), C(C)(C)NC(C)C (diisopropylamine). Reagents/catalysts: [Cu]I (copper(I) iodide), C1([P]([Pd][P](C2=CC=CC=C2)(C3=CC=CC=C3)C4=CC=CC=C4)(C5=CC=CC=C5)C6=CC=CC=C6)=CC=CC=C1 (bis(triphenylphosphine)palladium). Solvent: C(C)(=O)OC(C)C (Isopropyl acetate), C(C)(=O)OC(C)C (isopropyl acetate). Conditions: time 30 minute. The product is CC1=NC=C(C=N1)C#C[Si](C)(C)C (2-Methyl-5-((trimethylsilyl)ethynyl)pyrimidine). As a reaction SMILES: Br[C:2]1[CH:3]=[N:4][C:5]([CH3:8])=[N:6][CH:7]=1.[CH3:9][Si:10]([C:13]#[CH:14])([CH3:12])[CH3:11].C(NC(C)C)(C)C>C(OC(C)C)(=O)C.[Cu]I.C1(C=CC=CC=1)[P](C1C=CC=CC=1)(C1C=CC=CC=1)[Pd][P](C1C=CC=CC=1)(C1C=CC=CC=1)C1C=CC=CC=1>[CH3:8][C:5]1[N:4]=[CH:3][C:2]([C:14]#[C:13][Si:10]([CH3:12])([CH3:11])[CH3:9])=[CH:7][N:6]=1 |^1:36,50|. Reported procedure: Isopropyl acetate (30 mL) was added to a mixture of 5-bromo-2-methylpyrimidine (3 g, 17.3 mmol), copper(I) iodide (0.066 g, 0.35 mmol) and bis(triphenylphosphine)palladium (II) dichloride (0.243 g, 0.35 mmol) in a 100 mL 3-neck flask equipped with a condenser. The resulting solution was sparged with a stream of nitrogen for 15 minutes and kept under nitrogen during further manipulations. Trimethylsilylacetylene (3.12 mL, 22.5 mmol) and diisopropylamine (4.90 mL, 34.7 mmol) were added successivel... Product: COc1ccc([N+](=O)[O-])c(CC#N)c1. Starting materials: CC(C)(C)[O-], COc1ccc([N+](=O)[O-])cc1, N#CCOc1ccc(Cl)cc1, Cl, [K+], CN(C)C=O. RXN SMILES: [CH3:1][C:2]([CH3:3])([O-:4])[CH3:5].[CH3:7][O:8][c:9]1[cH:10][cH:11][c:12]([N+:15]([O-:16])=[O:17])[cH:13][cH:14]1.[Cl:18][c:19]1[cH:20][cH:21][c:22]([O:23][CH2:24][C:25]#[N:26])[cH:27][cH:28]1.[ClH:29].[K+:6].[O:30]=[CH:31][N:32]([CH3:33])[CH3:34]>>[CH3:7][O:8][c:9]1[cH:10][c:11]([CH2:24][C:25]#[N:26])[c:12]([N+:15]([O-:16])=[O:17])[cH:13][cH:14]1. Starting materials: COC(C1=C(C=C(C=C1)CON)Br)=O (4-aminooxymethyl-2-bromo-benzoic acid methyl ester), C(C1=CC=CC=C1)N1C(=CC2=CC=CC=C12)C=O (1-benzyl-1H-indole-2-carbaldehyde), [OH-].[Na+] (sodium hydroxide). Run in 10/5/3 tetrahydrofuran ethanol water. Product: C(C1=CC=CC=C1)N1C(=CC2=CC=CC=C12)\C=N\OCC1=CC(=C(C(=O)O)C=C1)Br (4-[({[(1E)-(1-benzyl-1H-indol-2-yl)methylidene]amino }oxy)methyl]-2-bromobenzoic acid). Yield: 50.6%. Reaction SMILES: C[O:2][C:3](=[O:14])[C:4]1[CH:9]=[CH:8][C:7]([CH2:10][O:11][NH2:12])=[CH:6][C:5]=1[Br:13].[CH2:15]([N:22]1[C:30]2[C:25](=[CH:26][CH:27]=[CH:28][CH:29]=2)[CH:24]=[C:23]1[CH:31]=O)[C:16]1[CH:21]=[CH:20][CH:19]=[CH:18][CH:17]=1.[OH-].[Na+]>>[CH2:15]([N:22]1[C:30]2[C:25](=[CH:26][CH:27]=[CH:28][CH:29]=2)[CH:24]=[C:23]1/[CH:31]=[N:12]/[O:11][CH2:10][C:7]1[CH:8]=[CH:9][C:4]([C:3]([OH:2])=[O:14])=[C:5]([Br:13])[CH:6]=1)[C:16]1[CH:17]=[CH:18][CH:19]=[CH:20][CH:21]=1 |f:2.3|. Procedure details: To a solution of 4-aminooxymethyl-2-bromo-benzoic acid methyl ester (0.21 g, 0.81 mmol) and 1-benzyl-1H-indole-2-carbaldehyde (0.19 g, 0.81 mmol) in 10/5/3 tetrahydrofuran/ethanol/water (18 mL) was added 2.5 M sodium hydroxide solution (3 mL). This mixture was heated to reflux for 3 hours and then allowed to cool back to room temperature. The mixture was concentrated to approximately 1/4 volume and partitioned between ethyl acetate and water. The aqueous layer was acidified to approximately pH 1...